From a dataset of the Open Reaction Database (ORD), a public repository of structured organic reaction records. describe an organic reaction: reactants, conditions, products, and yield Reactants: ClCCl, CS(=O)(=O)CCCO, COc1cc2c(=O)n(COC(=O)C(C)(C)C)cnc2cc1O, c1ccc(P(c2ccccc2)c2ccccc2)cc1. Product: COc1cc2c(=O)n(COC(=O)C(C)(C)C)cnc2cc1OCCCS(C)(=O)=O. Reaction SMILES: [CH2:50]([Cl:51])[Cl:52].[CH3:42][S:43](=[O:44])(=[O:45])[CH2:46][CH2:47][CH2:48][OH:49].[OH:20][c:21]1[c:22]([O:40][CH3:41])[cH:23][c:24]2[c:25](=[O:39])[n:26]([CH2:31][O:32][C:33]([C:34]([CH3:35])([CH3:36])[CH3:37])=[O:38])[cH:27][n:28][c:29]2[cH:30]1.[c:1]1([P:2]([c:3]2[cH:4][cH:5][cH:6][cH:7][cH:8]2)[c:9]2[cH:10][cH:11][cH:12][cH:13][cH:14]2)[cH:15][cH:16][cH:17][cH:18][cH:19]1>>[O:20]([c:21]1[c:22]([O:40][CH3:41])[cH:23][c:24]2[c:25](=[O:39])[n:26]([CH2:31][O:32][C:33]([C:34]([CH3:35])([CH3:36])[CH3:37])=[O:38])[cH:27][n:28][c:29]2[cH:30]1)[CH2:48][CH2:47][CH2:46][S:43]([CH3:42])(=[O:44])=[O:45].